From a dataset of the Open Reaction Database (ORD), a public repository of structured organic reaction records. describe an organic reaction: reactants, conditions, products, and yield Starting materials: OB(O)c1cc2cc(Cc3ccccc3)ccc2o1, CC(=O)[O-], CCO, Cc1nc(Cl)ccc1C=O, [K+]. Yields the product Cc1nc(-c2cc3cc(Cc4ccccc4)ccc3o2)ccc1C=O. As a reaction SMILES: [CH2:1]([c:2]1[cH:3][cH:4][cH:5][cH:6][cH:7]1)[c:8]1[cH:9][cH:10][c:11]2[c:12]([cH:13][c:14]([B:16]([OH:17])[OH:18])[o:15]2)[cH:19]1.[CH3:21][C:22](=[O:23])[O-:24].[CH3:35][CH2:36][OH:37].[Cl:25][c:26]1[n:27][c:28]([CH3:34])[c:29]([CH:30]=[O:31])[cH:32][cH:33]1.[K+:20]>>[CH2:1]([c:2]1[cH:3][cH:4][cH:5][cH:6][cH:7]1)[c:8]1[cH:9][cH:10][c:11]2[c:12]([cH:13][c:14](-[c:26]3[n:27][c:28]([CH3:34])[c:29]([CH:30]=[O:31])[cH:32][cH:33]3)[o:15]2)[cH:19]1.